From a dataset of the Open Reaction Database (ORD), a public repository of structured organic reaction records. describe an organic reaction: reactants, conditions, products, and yield The reactants are N1C=NC=C1 (imidazole), C(C)OC(=O)C=1NC2=CC(=CC=C2C1)C (6-methyl-1H-indole-2-carboxylic acid ethyl ester). Yields the product N1(C=NC=C1)CC1=CC=C2C=C(NC2=C1)C(=O)O (6-Imidazol-1-ylmethyl-1H-indole-2-carboxylic acid). As a reaction SMILES: [NH:1]1[CH:5]=[CH:4][N:3]=[CH:2]1.C([O:8][C:9]([C:11]1[NH:12][C:13]2[C:18]([CH:19]=1)=[CH:17][CH:16]=[C:15]([CH3:20])[CH:14]=2)=[O:10])C>>[N:1]1([CH2:20][C:15]2[CH:14]=[C:13]3[C:18]([CH:19]=[C:11]([C:9]([OH:10])=[O:8])[NH:12]3)=[CH:17][CH:16]=2)[CH:5]=[CH:4][N:3]=[CH:2]1. Reported procedure: 6-Imidazol-1-ylmethyl-1H-indole-2-carboxylic acid was prepared from imidazole and 6-methyl-1H-indole-2-carboxylic acid ethyl ester using the procedures described by Peter E Cross, et. al; Journal of Medicinal Chemistry 1986, 29(9), 1637-43. The product is Nc1cccc(Oc2ccnc(N)c2[N+](=O)[O-])c1. RXN SMILES: [CH3:9][C:10]([CH3:11])([O-:12])[CH3:13].[Cl:15][c:16]1[c:17]([N+:23](=[O:24])[O-:25])[c:18]([NH2:22])[n:19][cH:20][cH:21]1.[K+:14].[O:26]=[CH:27][N:28]([CH3:29])[CH3:30].[OH:1][c:2]1[cH:3][c:4]([NH2:5])[cH:6][cH:7][cH:8]1>>[O:1]([c:2]1[cH:3][c:4]([NH2:5])[cH:6][cH:7][cH:8]1)[c:16]1[c:17]([N+:23](=[O:24])[O-:25])[c:18]([NH2:22])[n:19][cH:20][cH:21]1. The reactants are CC(C)(C)[O-], Nc1nccc(Cl)c1[N+](=O)[O-], [K+], CN(C)C=O, Nc1cccc(O)c1. Reactants: COc1ccc(C(=O)O)cc1C=Cc1ccc(Cl)cc1, NCCOCCO. The product is COc1ccc(C(=O)NCCOCCO)cc1C=Cc1ccc(Cl)cc1. As a reaction SMILES: [Cl:1][c:2]1[cH:3][cH:4][c:5]([CH:8]=[CH:9][c:10]2[cH:11][c:12]([C:13](=[O:14])[OH:15])[cH:16][cH:17][c:18]2[O:19][CH3:20])[cH:6][cH:7]1.[NH2:21][CH2:22][CH2:23][O:24][CH2:25][CH2:26][OH:27]>>[Cl:1][c:2]1[cH:3][cH:4][c:5]([CH:8]=[CH:9][c:10]2[cH:11][c:12]([C:13](=[O:15])[NH:21][CH2:22][CH2:23][O:24][CH2:25][CH2:26][OH:27])[cH:16][cH:17][c:18]2[O:19][CH3:20])[cH:6][cH:7]1.